From a dataset of the Open Reaction Database (ORD), a public repository of structured organic reaction records. describe an organic reaction: reactants, conditions, products, and yield Reactants: CON(C)C(=O)c1cc(N)c(F)cc1Cl, CCOC(=O)Cl, c1ccncc1. Yields the product CCOC(=O)Nc1cc(C(=O)N(C)OC)c(Cl)cc1F. RXN SMILES: [CH3:1][O:2][N:3]([C:4]([c:5]1[c:6]([Cl:13])[cH:7][c:8]([F:12])[c:9]([NH2:11])[cH:10]1)=[O:14])[CH3:15].[Cl:16][C:17](=[O:18])[O:19][CH2:20][CH3:21].[cH:22]1[cH:23][cH:24][n:25][cH:26][cH:27]1>>[CH3:1][O:2][N:3]([C:4]([c:5]1[c:6]([Cl:13])[cH:7][c:8]([F:12])[c:9]([NH:11][C:17](=[O:18])[O:19][CH2:20][CH3:21])[cH:10]1)=[O:14])[CH3:15]. Starting materials: C(C1=CC=CC=C1)OC1=C(C=C(C=C1)CCNC(C(=COC(F)F)C1=CC=C(C=C1)C)=O)OC (N-[2-(4-benzyloxy-3-methoxyphenyl)ethyl]-3-difluoromethoxy-2-(4-methylphenyl)acrylamide), Br (hydrobromic acid). The solvent is C(C)(=O)O (acetic acid). Conditions: temperature 80 celsius, time 1.5 hour. The product is FC(OC=C(C(=O)NCCC1=CC(=C(C=C1)O)OC)C1=CC=C(C=C1)C)F (3-difluoromethoxy-N-[2-(4-hydroxy-3-methoxyphenyl)ethyl]-2-(4-methylphenyl)acrylamide). Isolated yield 60.0%. RXN SMILES: C([O:8][C:9]1[CH:14]=[CH:13][C:12]([CH2:15][CH2:16][NH:17][C:18](=[O:32])[C:19]([C:25]2[CH:30]=[CH:29][C:28]([CH3:31])=[CH:27][CH:26]=2)=[CH:20][O:21][CH:22]([F:24])[F:23])=[CH:11][C:10]=1[O:33][CH3:34])C1C=CC=CC=1.Br>C(O)(=O)C>[F:23][CH:22]([F:24])[O:21][CH:20]=[C:19]([C:25]1[CH:30]=[CH:29][C:28]([CH3:31])=[CH:27][CH:26]=1)[C:18]([NH:17][CH2:16][CH2:15][C:12]1[CH:13]=[CH:14][C:9]([OH:8])=[C:10]([O:33][CH3:34])[CH:11]=1)=[O:32]. Reported procedure: 9.40 g of N-[2-(4-benzyloxy-3-methoxyphenyl)ethyl]-3-difluoromethoxy-2-(4-methylphenyl)acrylamide (20.1 mmol), 3.72 g (22.1 mmol) of 48% hydrobromic acid and 95 ml of acetic acid were mixed and stirred at 80° C. for 1.5 hours. The solvent was distilled off from the reaction mixture under reduced pressure and the residue was subjected to silica gel column chromatography (eluent, hexane:ethyl acetate=2:1) to give 4.55 g of 3-difluoromethoxy-N-[2-(4-hydroxy-3-methoxyphenyl)ethyl]-2-(4-methylphenyl)...